This data is from the Open Reaction Database (ORD), a public repository of structured organic reaction records. The task is: describe an organic reaction: reactants, conditions, products, and yield Reactants: CC(=O)[O-], CC(=O)O, COC(=O)CC#N, CC(C)C=O, [NH4+], c1ccccc1. Product: COC(=O)C(C#N)=CC(C)C. As a reaction SMILES: [CH3:14][C:15](=[O:16])[O-:17].[CH3:18][C:19](=[O:20])[OH:21].[CH3:6][O:7][C:8](=[O:9])[CH2:10][C:11]#[N:12].[CH:1]([CH:2]([CH3:3])[CH3:4])=[O:5].[NH4+:13].[cH:22]1[cH:23][cH:24][cH:25][cH:26][cH:27]1>>[CH:1]([CH:2]([CH3:3])[CH3:4])=[C:10]([C:8]([O:7][CH3:6])=[O:9])[C:11]#[N:12]. Reactants: CCO, CCOC(=O)CN(c1c(Cc2c(F)cccc2F)cccc1OC)S(=O)(=O)c1ccc(OC)c(OC)c1, [Na+], [OH-]. Product: COc1ccc(S(=O)(=O)N(CC(=O)O)c2c(Cc3c(F)cccc3F)cccc2OC)cc1OC. RXN SMILES: [CH3:40][CH2:41][OH:42].[F:1][c:2]1[c:3]([CH2:4][c:5]2[c:6]([N:13]([CH2:14][C:15](=[O:16])[O:17][CH2:18][CH3:19])[S:20](=[O:21])(=[O:22])[c:23]3[cH:24][c:25]([O:31][CH3:32])[c:26]([O:29][CH3:30])[cH:27][cH:28]3)[c:7]([O:11][CH3:12])[cH:8][cH:9][cH:10]2)[c:33]([F:37])[cH:34][cH:35][cH:36]1.[Na+:39].[OH-:38]>>[F:1][c:2]1[c:3]([CH2:4][c:5]2[c:6]([N:13]([CH2:14][C:15](=[O:16])[OH:17])[S:20](=[O:21])(=[O:22])[c:23]3[cH:24][c:25]([O:31][CH3:32])[c:26]([O:29][CH3:30])[cH:27][cH:28]3)[c:7]([O:11][CH3:12])[cH:8][cH:9][cH:10]2)[c:33]([F:37])[cH:34][cH:35][cH:36]1. The reactants are CCc1cc(C(=O)NNC(=O)OC(C)(C)C)cc(C)n1, Cl, C1COCCO1. Yields the product CCc1cc(C(=O)NN)cc(C)n1. RXN SMILES: [C:1]([O:2][C:3](=[O:4])[NH:8][NH:9][C:10](=[O:11])[c:12]1[cH:13][c:14]([CH2:19][CH3:20])[n:15][c:16]([CH3:18])[cH:17]1)([CH3:5])([CH3:6])[CH3:7].[ClH:21].[O:22]1[CH2:23][CH2:24][O:25][CH2:26][CH2:27]1>>[NH2:8][NH:9][C:10](=[O:11])[c:12]1[cH:13][c:14]([CH2:19][CH3:20])[n:15][c:16]([CH3:18])[cH:17]1. The solvent is CN(C=O)C (dimethylformamide), CN(C=O)C (dimethylformamide). The product is CS(=O)(=O)N1C=CC=2C(CC(CC12)C1=CC=CC=C1)=O (1-methanesulfonyl-6-phenyl-4,5,6,7-tetrahydroindol-4-one). Conditions: time 30 minute. The reactants are C1(=CC=CC=C1)C1CC(C=2C=CNC2C1)=O (6-phenyl-4,5,6,7-tetrahydroindol-4-one), [H-].[Na+] (sodium hydride), CS(=O)(=O)Cl (methanesulfonylchloride). RXN SMILES: [H-].[Na+].[C:3]1([CH:9]2[CH2:17][C:16]3[NH:15][CH:14]=[CH:13][C:12]=3[C:11](=[O:18])[CH2:10]2)[CH:8]=[CH:7][CH:6]=[CH:5][CH:4]=1.[CH3:19][S:20](Cl)(=[O:22])=[O:21]>CN(C)C=O>[CH3:19][S:20]([N:15]1[C:16]2[CH2:17][CH:9]([C:3]3[CH:8]=[CH:7][CH:6]=[CH:5][CH:4]=3)[CH2:10][C:11](=[O:18])[C:12]=2[CH:13]=[CH:14]1)(=[O:22])=[O:21] |f:0.1|. Isolated yield 46.5%. Procedure details: To a suspension of 60% sodium hydride (0.18 g, washed with hexane thrice) in dimethylformamide (10 ml was added 6-phenyl-4,5,6,7-tetrahydroindol-4-one (0.8 g), and the mixture was stirred at room temperature for 30 minutes. To the mixture was added a solution of methanesulfonylchloride (0.48 g) in dimethylformamide (3 ml), and the mixture was stirred at the same temperature for 3 hours. Under reduced pressure, the solvent was evaporated, and the residue was dissolved in ethyl acetate. The soluti... Solvent: C=1(C(=CC=CC1)C)C (xylene). RXN SMILES: [CH2:1]([NH2:9])[CH2:2][CH2:3][CH2:4][CH2:5][CH2:6][CH2:7][CH3:8].Cl[CH2:11][CH:12]([OH:24])[CH2:13][N:14]([CH2:20][CH2:21][CH2:22][CH3:23])[CH2:15][CH:16]([OH:19])[CH2:17]Cl>C1(C)C(C)=CC=CC=1>[OH:24][CH:12]([CH2:13][N:14]([CH2:20][CH2:21][CH2:22][CH3:23])[CH2:15][CH:16]([OH:19])[CH2:17][NH:9][CH2:1][CH2:2][CH2:3][CH2:4][CH2:5][CH2:6][CH2:7][CH3:8])[CH2:11][NH:9][CH2:1][CH2:2][CH2:3][CH2:4][CH2:5][CH2:6][CH2:7][CH3:8]. Isolated yield 83.3%. Starting materials: C(CCCCCCC)N (octylamine), ClCC(CN(CC(CCl)O)CCCC)O (N,N-bis(3-chloro-2-hydroxypropyl)butylamine), resultant mixture. Conditions: temperature 70 celsius. Procedure: A reactor was charged with 371 g (2.87 moles) of octylamine, and the contents were heated to 70° C. To the contents, a solution with 70 g (0.27 mole) of N,N-bis(3-chloro-2-hydroxypropyl)butylamine dissolved in 50 g of xylene was then added dropwise over 40 minutes. The resultant mixture was aged further for 4 hours. Thereafter, xylene was distilled off under reduced pressure, and unreacted octylamine was then distilled off at 70° C. and 0.5 mmHg. A mixture of 400 ml of xylene and 400 ml of 5% aq... The product is OC(CNCCCCCCCC)CN(CC(CNCCCCCCCC)O)CCCC (11,15-dihydroxy-13-butyl-9,13,17-triazapentacosane). The reactants are COC(CC1=CC(=C(C=C1)OC)OC1=C(C=C(C=C1)Br)CN1C(O[C@@H]([C@@H]1C)C1=CC=CC=C1)=O)=O ({3-[4-Bromo-2-((4S,5R)-4-methyl-2-oxo-5-phenyl-oxazolidin-3-ylmethyl)-phenoxy]-4-methoxy-phenyl}-acetic acid methyl ester), CS(=O)[O-].[Na+] (sodium methanesulfinate). Reported procedure: {3-[4-Bromo-2-((4S,5R)-4-methyl-2-oxo-5-phenyl-oxazolidin-3-ylmethyl)-phenoxy]-4-methoxy-phenyl}-acetic acid methyl ester (0.1 g, 0.19 mmol), sodium methanesulfinate (0.087 g, 0.84 mmol), and copper iodide (0.159 g, 0.84 mmol) were combined in NMP (2 mL) and degassed with N2 for 10 minutes. The reaction was then stirred at 150° C. for 3 hours, until no starting material was seen by analytical tlc. The mixture was filtered through Celite and worked-up with brine and EtOAc, and the crude material ... RXN SMILES: [CH3:1][O:2][C:3](=[O:35])[CH2:4][C:5]1[CH:10]=[CH:9][C:8]([O:11][CH3:12])=[C:7]([O:13][C:14]2[CH:19]=[CH:18][C:17](Br)=[CH:16][C:15]=2[CH2:21][N:22]2[C@@H:26]([CH3:27])[C@@H:25]([C:28]3[CH:33]=[CH:32][CH:31]=[CH:30][CH:29]=3)[O:24][C:23]2=[O:34])[CH:6]=1.[CH3:36][S:37]([O-:39])=[O:38].[Na+]>CN1C(=O)CCC1.[Cu](I)I>[CH3:1][O:2][C:3](=[O:35])[CH2:4][C:5]1[CH:10]=[CH:9][C:8]([O:11][CH3:12])=[C:7]([O:13][C:14]2[CH:19]=[CH:18][C:17]([S:37]([CH3:36])(=[O:39])=[O:38])=[CH:16][C:15]=2[CH2:21][N:22]2[C@@H:26]([CH3:27])[C@@H:25]([C:28]3[CH:33]=[CH:32][CH:31]=[CH:30][CH:29]=3)[O:24][C:23]2=[O:34])[CH:6]=1 |f:1.2|. The reagents and catalysts are [Cu](I)I (copper iodide). Product: COC(CC1=CC(=C(C=C1)OC)OC1=C(C=C(C=C1)S(=O)(=O)C)CN1C(O[C@@H]([C@@H]1C)C1=CC=CC=C1)=O)=O ({3-[4-Methanesulfonyl-2-((4S,5R)-4-methyl-2-oxo-5-phenyl-oxazolidin-3-ylmethyl)-phenoxy]-4-methoxy-phenyl}-acetic acid methyl ester). The solvent is CN1CCCC1=O (NMP). Isolated yield 97.5%. Conditions: temperature 150 celsius, time 3 hour. The reactants are NC1=NC(=CC(=N1)C)C (2-amino-4,6-dimethylpyrimidine), ClC(C1=C(C=CC=C1)S(=O)(=O)N=C=O)Cl (2-(Dichloromethyl)benzenesulfonyl isocyanate), sulfonamide. Procedure: 2-(Dichloromethyl)benzenesulfonyl isocyanate, prepared from 10 mmol of sulfonamide as described in the synthesis of Example 1, was treated with acetonitrile and 2-amino-4,6-dimethylpyrimidine (1.23 g). The mixture was stirred at room temperature for 18 hrs, cooled, and filtered to provide 1.08 g of white solid, mp 195°-197° (Dec). 1H nmr δCDCl3/DMSO-d6TMS 10.53 (s), 8.20-7.90 (m, featuring singlet at 8.00), 7.87-7.43 (m), 6.83 (s), 2.43 (s). IR (nujol) featured bands at 1710 and 1600 cm-1. Mass ... Run in C(C)#N (acetonitrile). Product: ClC(C1=C(C=CC=C1)S(=O)(=O)NC(=O)NC1=NC(=CC(=N1)C)C)Cl (2-(Dichloromethyl)-N-[(4,6-dimethylpyrimidin-2-yl)aminocarbonyl]benzenesulfonamide). RXN SMILES: [Cl:1][CH:2]([Cl:15])[C:3]1[CH:8]=[CH:7][CH:6]=[CH:5][C:4]=1[S:9]([N:12]=[C:13]=[O:14])(=[O:11])=[O:10].[NH2:16][C:17]1[N:22]=[C:21]([CH3:23])[CH:20]=[C:19]([CH3:24])[N:18]=1>C(#N)C>[Cl:15][CH:2]([Cl:1])[C:3]1[CH:8]=[CH:7][CH:6]=[CH:5][C:4]=1[S:9]([NH:12][C:13]([NH:16][C:17]1[N:22]=[C:21]([CH3:23])[CH:20]=[C:19]([CH3:24])[N:18]=1)=[O:14])(=[O:11])=[O:10]. Conditions: time 18 hour.